Dataset: the Open Reaction Database (ORD), a public repository of structured organic reaction records. Task: describe an organic reaction: reactants, conditions, products, and yield Reactants: CS(=O)(=O)Cl (methanesulfonic acid chloride), ON1NC=CC=C1O (1,6-dihydroxypyridazine), [OH-].[K+] (potassium hydroxide). Run in O (water). Conditions: temperature -10 celsius. Yields the product CS(=O)(=O)OC1=NNC(C=C1)=O (1,6-dihydro-3-methylsulfonyloxy-6-oxopyridazine). Isolated yield 50.8%. As a reaction SMILES: [CH3:1][S:2](Cl)(=[O:4])=[O:3].O[N:7]1[C:12]([OH:13])=[CH:11][CH:10]=[CH:9][NH:8]1.[OH-:14].[K+]>O>[CH3:1][S:2]([O:4][C:9]1[CH:10]=[CH:11][C:12](=[O:13])[NH:7][N:8]=1)(=[O:14])=[O:3] |f:2.3|. Reported procedure: 102.9 g (0.9 mole) of methanesulfonic acid chloride were added dropwise at 0° C. to a solution of 100.8 g (0.9 mole) of 1,6-dihydroxypyridazine and 50.4 g (0.9 mole) of potassium hydroxide in 500 ml of water. The mixture was allowed to react for a further hour at 20° C. and was then cooled to -10° C., and the precipitate formed was filtered off. After recrystallization from acetonitrile, 87 g (51% of theory) of 1,6-dihydro-3-methylsulfonyloxy-6-oxopyridazine were obtained in the form of colorles... Yields the product CC=1C=CC=C2C[C@H]3[C@H](NC=4C(=CC(=CC34)OC)C)C12 (Cis-4b,5,9b,10-tetrahydro-4,6-dimethyl-8-methoxyindeno[1,2-b]indole). Procedure details: 16 ml dioxane, 1.3 g (4.9 mmol) 5,10-dihydro-4,6-dimethyl-8-methoxyindeno[1,2-b]indole and 1.98 g (19.6 mmol) morpholineborane were added to a round bottom flask. 4 ml hydrochloric acid (conc.) was added dropwise during stirring of the solution. The reaction mixture was refluxed for 1 hour. 8 ml (6M) hydrochloric acid was added and the solution was refluxed for 30 min. After the solution had reached room temperature, 50 ml water was added. The mixture was made basic with NaOH(aq) until pH 9. The... RXN SMILES: [CH3:1][C:2]1[CH:3]=[CH:4][CH:5]=[C:6]2[C:20]=1[C:9]1[NH:10][C:11]3[C:12]([CH3:19])=[CH:13][C:14]([O:17][CH3:18])=[CH:15][C:16]=3[C:8]=1[CH2:7]2.[B].C1NCCOC1.Cl.[OH-].[Na+]>O.O1CCOCC1>[CH3:1][C:2]1[CH:3]=[CH:4][CH:5]=[C:6]2[C:20]=1[C@H:9]1[NH:10][C:11]3[C:12]([CH3:19])=[CH:13][C:14]([O:17][CH3:18])=[CH:15][C:16]=3[C@H:8]1[CH2:7]2 |f:1.2,4.5|. The reactants are CC=1C=CC=C2CC3=C(NC=4C(=CC(=CC34)OC)C)C12 (5,10-dihydro-4,6-dimethyl-8-methoxyindeno[1,2-b]indole), [B].C1COCCN1 (morpholineborane), Cl (hydrochloric acid), [OH-].[Na+] (NaOH), Cl (hydrochloric acid). Yield: 92.3%. Solvent: O1CCOCC1 (dioxane), O (water). Reactants: DNA, SC[C@@H](O)[C@H](O)CS (dithiothreitol), [Mg+2].[Cl-].[Cl-] (MgCl2), T4, DNA, C(C(CO)(CO)N)O (Tris), P(O)(=O)(OP(=O)(O)OP(=O)(O)O)OC[C@@H]1[C@H]([C@H]([C@@H](O1)N1C=NC=2C(N)=NC=NC12)O)O (ATP). The solvent is O (H2O). Conditions: temperature 65 celsius. Yields the product C(C=1C(N)=CC=CC1)(=O)O (anthranilic acid). RXN SMILES: C(O)[C:2](N)([CH2:5][OH:6])CO.[Mg+2].[Cl-].[Cl-].SC[C@H]([C@@H](CS)O)[OH:15].P(O[CH2:33][C@H:34]1O[C@@H:37]([N:39]2C3N=CN=C(N)C=3N=C2)[C@H:36](O)[C@@H:35]1O)(OP(OP(O)(O)=O)(O)=O)(=O)O>O>[C:5]([OH:6])(=[O:15])[C:2]1[C:37](=[CH:36][CH:35]=[CH:34][CH:33]=1)[NH2:39] |f:1.2.3|. Procedure: 10 units of restriction enzyme SalI (product of Takara Shuzo Co.) was added to 200 μl of the SalI reaction solution containing 3 μg of pCE53 plasmid DNA prepared as above and 9 μg of the chromosomal DNA. The mixture was allowed to react to 37° C. for 60 minutes and heated at 65° C. for 10 minutes to stop the reaction. Then, 40 μl of the T4 ligase buffer (pH 7.6) consisting of 660 mM Tris, 66 mM MgCl2 and 100 mM dithiothreitol, 40 μl of 5 mM ATP, 0.4 μl of T4 ligase (product of Takara Shuzo Co., ... Starting materials: [N+](=O)([O-])OCCN1COC2=C(C1=O)C=CC=C2 (2,3-dihydro-3-(2'-nitrooxyethyl)-4H-1,3-benzoxazin-4-one), [N+](=O)(O)[O-] (nitric acid). Yields the product [N+](=O)([O-])OCCN1COC2=C(C1=O)C=C(C=C2)[N+](=O)[O-] (2,3-Dihydro-3-(2'-nitrooxyethyl)-6-nitro,4H-1,3-benzoxazin-4-one). Reaction SMILES: [N+:1]([O:4][CH2:5][CH2:6][N:7]1[C:12](=[O:13])[C:11]2[CH:14]=[CH:15][CH:16]=[CH:17][C:10]=2[O:9][CH2:8]1)([O-:3])=[O:2].[N+:18]([O-])([OH:20])=[O:19]>>[N+:1]([O:4][CH2:5][CH2:6][N:7]1[C:12](=[O:13])[C:11]2[CH:14]=[C:15]([N+:18]([O-:20])=[O:19])[CH:16]=[CH:17][C:10]=2[O:9][CH2:8]1)([O-:3])=[O:2]. Procedure: 50 ml of 100% fuming nitric acid were dropped into 50 g (0.21 mole) of 2,3-dihydro-3-(2'-nitrooxyethyl)-4H-1,3-benzoxazin-4-one, at a temperature of -10° C. At the end of the addition, the reaction mixture was stirred for minutes, then poured in ice and sequentially extracted with chloroform. The organic layer was washed with water, sodium hydroxide 0.1N and again with water, then dried over sodium sulphate and concentrated to dryness. The resulting oil was taken up with warm ethyl ether yieldin... Starting materials: C1CCNCC1, CC(=O)O, ClCCl, O=Cc1ccc([N+](=O)[O-])cc1, [Na+], [OH-]. Yields the product O=[N+]([O-])c1ccc(CN2CCCCC2)cc1. Reaction SMILES: [CH2:12]1[CH2:13][CH2:14][NH:15][CH2:16][CH2:17]1.[CH3:18][C:19](=[O:20])[OH:21].[Cl:24][CH2:25][Cl:26].[N+:1](=[O:2])([O-:3])[c:4]1[cH:5][cH:6][c:7]([CH:8]=[O:9])[cH:10][cH:11]1.[Na+:23].[OH-:22]>>[N+:1](=[O:2])([O-:3])[c:4]1[cH:5][cH:6][c:7]([CH2:8][N:15]2[CH2:14][CH2:13][CH2:12][CH2:17][CH2:16]2)[cH:10][cH:11]1.